From a dataset of the Open Reaction Database (ORD), a public repository of structured organic reaction records. describe an organic reaction: reactants, conditions, products, and yield Reactants: BrC1=CC=C(O1)CO ((5-bromo-2-furanyl)methanol), C1(=CC=CC=C1)P(C1=CC=CC=C1)C1=CC=CC=C1 (triphenylphosphine), C(Cl)(Cl)(Cl)Cl (carbon tetrachloride). Reaction conditions: temperature 75 celsius. Yields the product BrC=1OC(=CC1)CCl (2-Bromo-5-(chloromethyl)furan), C1(=CC=CC=C1)P(C1=CC=CC=C1)C1=CC=CC=C1 (triphenylphosphine). RXN SMILES: [Br:1][C:2]1[O:6][C:5]([CH2:7]O)=[CH:4][CH:3]=1.[C:9]1([P:15]([C:22]2[CH:27]=[CH:26][CH:25]=[CH:24][CH:23]=2)[C:16]2[CH:21]=[CH:20][CH:19]=[CH:18][CH:17]=2)[CH:14]=[CH:13][CH:12]=[CH:11][CH:10]=1.C(Cl)(Cl)(Cl)[Cl:29]>>[Br:1][C:2]1[O:6][C:5]([CH2:7][Cl:29])=[CH:4][CH:3]=1.[C:22]1([P:15]([C:9]2[CH:10]=[CH:11][CH:12]=[CH:13][CH:14]=2)[C:16]2[CH:21]=[CH:20][CH:19]=[CH:18][CH:17]=2)[CH:23]=[CH:24][CH:25]=[CH:26][CH:27]=1. Procedure: To a solution of (5-bromo-2-furanyl)methanol (Example 310A) (144 mmol) in dry carbon tetrachloride (30 mL) was added triphenylphosphine (6.0 g, 228 mmol) at rt. The reaction is heated at 75° C. for 1 h. Concentration and purification by radial chromatography (0-10% EtOAc-hexanes gradient) afforded the title compound with contamination of triphenylphosphine. The product is used without further purification. Reactants: O1CCOC2=C1C=CC(=C2)C2=NOC(=C2)C2CCNCC2 (4-(3-(1,4-benzodioxan-6-yl)isoxazol-5-yl)piperdine), CC(C)(OC(=O)N1CCC(CC1)C1=NOC(=C1)C1=CC2=C(OCCO2)C=C1)C (1-(1,1-dimethylethoxy-carbonyl)-4-(5-(1,4-benzodioxan-6-yl)isoxazol-3-yl)piperdine), C1(=CC=CC2=CC=CC=C12)CC=O (1-naphthylacetaldehyde), C(C)(=O)O (acetic acid), C(C)(=O)O[BH-](OC(C)=O)OC(C)=O.[Na+] (sodium triacetoxyborohydride). Run at time 24 hour. Yields the product C1(=CC=CC2=CC=CC=C12)CCN1CCC(CC1)C1=NOC(=C1)C1=CC2=C(OCCO2)C=C1 (1-(2-(1-Naphthyl)ethyl)-4-(5-(1,4-benzodioxan-6-yl)isoxazol-3-yl)piperdine). RXN SMILES: O1[C:6]2[CH:7]=[CH:8][C:9]([C:11]3[CH:15]=[C:14]([CH:16]4[CH2:21]CNCC4)ON=3)=[CH:10][C:5]=2OCC1.CC(C)(O[C:26]([N:28]1[CH2:33][CH2:32][CH:31]([C:34]2[CH:38]=[C:37]([C:39]3[CH:48]=[CH:47][C:42]4[O:43][CH2:44][CH2:45][O:46][C:41]=4[CH:40]=3)[O:36][N:35]=2)[CH2:30][CH2:29]1)=O)C.C1(CC=O)C2C(=CC=CC=2)C=CC=1.C(O)(=O)C.C(O[BH-](OC(=O)C)OC(=O)C)(=O)C.[Na+]>>[C:16]1([CH2:21][CH2:26][N:28]2[CH2:33][CH2:32][CH:31]([C:34]3[CH:38]=[C:37]([C:39]4[CH:48]=[CH:47][C:42]5[O:43][CH2:44][CH2:45][O:46][C:41]=5[CH:40]=4)[O:36][N:35]=3)[CH2:30][CH2:29]2)[C:10]2[C:9](=[CH:8][CH:7]=[CH:6][CH:5]=2)[CH:11]=[CH:15][CH:14]=1 |f:4.5|. Procedure: To 25 mL round bottomed flask with a stirring bar and an argon inlet was added 4-(3-(1,4-benzodioxan-6-yl)isoxazol-5-yl)piperdine and 1-(1,1-dimethylethoxy-carbonyl)-4-(5-(1,4-benzodioxan-6-yl)isoxazol-3-yl)piperdine (231 mg, 0.809 mmol), 1-naphthylacetaldehyde (165.3 mg, 0.971 mmol) 1,2-dichloroethane (5 mL), glacial acetic acid (55.6 ml, 0.971 mmol) and sodium triacetoxyborohydride (411.6 mg 1.942 mmol). This mixture was stirred at room temperature for 24 h then quenched with saturated aqueous... Reactants: C1CC(=C(N2C1C(C2=O)NC(=O)[C@@H](C3=CC=CC=C3)N)C(=O)O)Cl.O (loracarbef monohydrate), C1CC(=C(N2C1C(C2=O)NC(=O)[C@@H](C3=CC=CC=C3)N)C(=O)O)Cl.O (loracarbef monohydrate), Cl (HCl), OC1=CC=C(C(=O)OCC)C=C1 (Ethyl p-hydroxybenzoate). The solvent is C(C)O (ethanol). Conditions: time 5 minute. Yields the product C=1C=CC(=CC1)[C@H](C(=O)N[C@H]2[C@H]3CCC(=C(N3C2=O)C(=O)O)Cl)N (loracarbef). The yield is 98.2%. RXN SMILES: [CH2:1]1[CH:6]2[CH:7]([NH:10][C:11]([C@H:13]([NH2:20])[C:14]3[CH:19]=[CH:18][CH:17]=[CH:16][CH:15]=3)=[O:12])[C:8](=[O:9])[N:5]2[C:4]([C:21]([OH:23])=[O:22])=[C:3]([Cl:24])[CH2:2]1.O.Cl.OC1C=CC(C(OCC)=O)=CC=1>C(O)C>[CH:17]1[CH:16]=[CH:15][C:14]([C@@H:13]([NH2:20])[C:11]([NH:10][C@@H:7]2[C:8](=[O:9])[N:5]3[C@@H:6]2[CH2:1][CH2:2][C:3]([Cl:24])=[C:4]3[C:21]([OH:23])=[O:22])=[O:12])=[CH:19][CH:18]=1 |f:0.1|. Reported procedure: The pH of aqueous loracarbef monohydrate mother liquor (1000 ml, having 9.23 mg/ml of loracarbef monohydrate) was adjusted to 3.6 with HCl. Ethyl p-hydroxybenzoate (ethyl paraben) (4.52g) in ethanol (36 ml) was added dropwise over 15 minutes. After approximately 5 minutes, precipitation occurred, resulting in white crystals. The mixture was stirred overnight (15 hrs) at room temperature, filtered, washed with H2O, and dried under vacuum at 40° C. The yield was 11.72 g having a potency of 73.5% a... Reactants: FC1=CC=C2C(N(C(N(C2=C1)CCN1CCC(CC1)NC(OC(C)(C)C)=O)=O)C)=O (tert-Butyl {1-[2-(7-fluoro-3-methyl-2,4-dioxo-3,4-dihydroquinazolin-1(2H)-yl)ethyl]piperidin-4-yl}carbamate), FC1=CC=C2C(N(C(N(C2=C1)CCN1CCC(CC1)NC(OC(C)(C)C)=O)=O)C)=O (tert-Butyl {1-[2-(7-fluoro-3-methyl-2,4-dioxo-3,4-dihydroquinazolin-1(2H)-yl)ethyl]piperidin-4-yl}carbamate), FC(C(=O)O)(F)F.NC1CCN(CC1)CCN1C(OCC2=C1C=C(C=C2)OC)=O (1-[2-(4-Aminopiperidin-1-yl)ethyl]-7-methoxy-1,4-dihydro-2H-3,1-benzoxazin-2-one trifluoro acetate). The product is NC1CCN(CC1)CCN1C(N(C(C2=CC=C(C=C12)F)=O)C)=O (1-[2-(4-Aminopiperidin-1-yl)ethyl]-7-fluoro-3-methylquinazoline-2,4(1H,3H)-dione). Reaction SMILES: [F:1][C:2]1[CH:11]=[C:10]2[C:5]([C:6](=[O:30])[N:7]([CH3:29])[C:8](=[O:28])[N:9]2[CH2:12][CH2:13][N:14]2[CH2:19][CH2:18][CH:17]([NH:20]C(=O)OC(C)(C)C)[CH2:16][CH2:15]2)=[CH:4][CH:3]=1.FC(F)(F)C(O)=O.NC1CCN(CCN2C3C=C(OC)C=CC=3COC2=O)CC1>>[NH2:20][CH:17]1[CH2:16][CH2:15][N:14]([CH2:13][CH2:12][N:9]2[C:10]3[C:5](=[CH:4][CH:3]=[C:2]([F:1])[CH:11]=3)[C:6](=[O:30])[N:7]([CH3:29])[C:8]2=[O:28])[CH2:19][CH2:18]1 |f:1.2|. Reported procedure: tert-Butyl {1-[2-(7-fluoro-3-methyl-2,4-dioxo-3,4-dihydroquinazolin-1(2H)-yl)ethyl]piperidin-4-yl}carbamate (Intermediate 135) (200 mg, 0.476 mmol) was reacted as described for Intermediate 106. The crude trifluoro acetate of the title compound was used without further purification for the next step (quantitative). The reactants are ice water, N1C(=NC2=C1C=CC=C2)C(=O)N([C@H]2C[C@H](CN(C2)C(=O)OC(C)(C)C)C(=O)OC)CC(C)C (1-tert-Butyl 3-methyl (3R,5S)-5-[(1H-benzimidazol-2-ylcarbonyl)(2-methylpropyl)amino]piperidine-1,3-dicarboxylate), CS(=O)(=O)OCCCCOC (4-methoxybutyl methanesulfonate), C([O-])([O-])=O.[Cs+].[Cs+] (cesium carbonate). Solvent: CC(=O)N(C)C (DMA). Conditions: temperature 70 celsius, time 12 hour. Yields the product COCCCCN1C(=NC2=C1C=CC=C2)C(=O)N([C@H]2C[C@H](CN(C2)C(=O)OC(C)(C)C)C(=O)OC)CC(C)C (1-tert-butyl 3-methyl (3R,5S)-5-[{[1-(4-methoxybutyl)-1H-benzimidazol-2-yl]carbonyl}(2-methylpropyl)amino]piperidine-1,3-dicarboxylate). The yield is 80.5%. As a reaction SMILES: [NH:1]1[C:5]2[CH:6]=[CH:7][CH:8]=[CH:9][C:4]=2[N:3]=[C:2]1[C:10]([N:12]([CH2:30][CH:31]([CH3:33])[CH3:32])[C@@H:13]1[CH2:18][N:17]([C:19]([O:21][C:22]([CH3:25])([CH3:24])[CH3:23])=[O:20])[CH2:16][C@H:15]([C:26]([O:28][CH3:29])=[O:27])[CH2:14]1)=[O:11].CS(O[CH2:39][CH2:40][CH2:41][CH2:42][O:43][CH3:44])(=O)=O.C(=O)([O-])[O-].[Cs+].[Cs+]>CC(N(C)C)=O>[CH3:44][O:43][CH2:42][CH2:41][CH2:40][CH2:39][N:1]1[C:5]2[CH:6]=[CH:7][CH:8]=[CH:9][C:4]=2[N:3]=[C:2]1[C:10]([N:12]([CH2:30][CH:31]([CH3:33])[CH3:32])[C@@H:13]1[CH2:18][N:17]([C:19]([O:21][C:22]([CH3:23])([CH3:24])[CH3:25])=[O:20])[CH2:16][C@H:15]([C:26]([O:28][CH3:29])=[O:27])[CH2:14]1)=[O:11] |f:2.3.4|. Procedure details: 1-tert-Butyl 3-methyl (3R,5S)-5-[(1H-benzimidazol-2-ylcarbonyl)(2-methylpropyl)amino]piperidine-1,3-dicarboxylate (30 g) and 4-methoxybutyl methanesulfonate (12.5 g) were dissolved in DMA (600 ml), cesium carbonate (32 g) was added, and the mixture was stirred at 70° C. for 12 hr. The reaction mixture was poured into ice water (1000 ml), and the mixture was extracted twice with ethyl acetate (1000 ml). The extract was washed with brine, and dried over anhydrous sodium sulfate. The solvent was ev... Reactants: C(C)(C)(C)OP(=O)(OC(C)(C)C)[O-].C(CCC)[N+](CCCC)(CCCC)CCCC (tetrabutylammonium di-tert-butyl phosphate), ClCI (chloroiodomethane). Run at time 4 hour. Product: P(=O)(OC(C)(C)C)(OC(C)(C)C)OCCl (di-tert-butyl chloromethyl phosphate). As a reaction SMILES: [C:1]([O:5][P:6]([O-:13])([O:8][C:9]([CH3:12])([CH3:11])[CH3:10])=[O:7])([CH3:4])([CH3:3])[CH3:2].C([N+](CCCC)(CCCC)CCCC)CCC.[Cl:31][CH2:32]I>>[P:6]([O:13][CH2:32][Cl:31])([O:5][C:1]([CH3:4])([CH3:3])[CH3:2])([O:8][C:9]([CH3:12])([CH3:11])[CH3:10])=[O:7] |f:0.1|. Procedure details: A mixture of tetrabutylammonium di-tert-butyl phosphate (57 g, 0.126 mol, Digital Specialty Chemicals) and chloroiodomethane (221 g, 1.26 mol) was stirred at room temperature for four hours before the volatiles were removed under vacuum. 500 ml of ethyl ether was added to the residue and insoluble solid was filtered away. Concentration of the filtrate in vacuo and removal of remaining volatiles using a vacuum pump provided di-tert-butyl chloromethyl phosphate as a light brown or yellow oil, whic...